This data is from the Open Reaction Database (ORD), a public repository of structured organic reaction records. The task is: describe an organic reaction: reactants, conditions, products, and yield Starting materials: N1N=C(N=C1)C#N (1H-1,2,4-triazole-3-carbonitrile), C[O-].[Na+] (sodium methoxide), [Cl-].[NH4+] (ammonium chloride). Yields the product Cl.N1N=C(N=C1)C(N)=N (1H-1,2,4-triazole-3-carboximidamide hydrochloride), solid. The yield is 40.0%. As a reaction SMILES: [NH:1]1[CH:5]=[N:4][C:3]([C:6]#[N:7])=[N:2]1.C[O-].[Na+].[Cl-:11].[NH4+:12]>>[ClH:11].[NH:1]1[CH:5]=[N:4][C:3]([C:6](=[NH:12])[NH2:7])=[N:2]1 |f:1.2,3.4,5.6|. Procedure details: 1H-1,2,4-triazole-3-carbonitrile (0.94 g, 10 mmol) was reacted with sodium methoxide (0.81 g, 15 mmol) and ammonium chloride (0.96 g, 18 mmol) according to the procedure as described in Example 61, Step B to give the title compound as an offwhite solid (0.59 g, 40%). The compound was characterized by the following spectroscopic data: Product: ClC=1C(=C(C=CC1)N)N (3-Chloro-1,2-phenylenediamine). The reactants are ClC1=C(N)C(=CC=C1)[N+](=O)[O-] (2-Chloro-6-nitroaniline), C(C)O (ethanol), [H][H] (hydrogen). RXN SMILES: [Cl:1][C:2]1[CH:8]=[CH:7][CH:6]=[C:5]([N+:9]([O-])=O)[C:3]=1[NH2:4].C(O)C.[H][H]>O.[Ni]>[Cl:1][C:2]1[C:3]([NH2:4])=[C:5]([NH2:9])[CH:6]=[CH:7][CH:8]=1. Run in O (water). Procedure: 2-Chloro-6-nitroaniline (14.10 g, 81.71 mmol), Raney-nickel (5.02 g of a 50% slurry in water), and ethanol (200 mL) were combined in an autoclave which was pressurized to 15 psig with hydrogen. The resulting mixture was allowed to stir overnight at RT. The mixture was then filtered through a pad of celite, which was subsequently washed with several portions of methanol, and the solvents were removed by rotary evaporation to afford 10.43 g (89%) of a viscous, brown oil, which darkened upon standi... Reaction conditions: time 8 hour. Reagents/catalysts: [Ni] (Raney-nickel). Starting materials: CC1=C(C=CC(=C1)S(N)(=O)=O)NC(=O)C1=NC=NC(=C1)Cl (6-chloro-pyrimidine-4-carboxylic acid (2-methyl-4-sulfamoyl-phenyl)-amide), CC1=C(C=CC(=C1)S(N)(=O)=O)NC(=O)C1=NC=NC(=C1)Cl (6-chloro-pyrimidine-4-carboxylic acid (2-methyl-4-sulfamoyl-phenyl)-amide), C1(CCCCC1)CCCN (cyclohexylpropylamine). The product is NS(=O)(=O)C1=CC(=C(C=C1)NC(=O)C1=NC=NC(=C1)N(CCC)C1CCCCC1)C (N-[4-(aminosulfonyl)-2-methylphenyl]-6-[cyclohexyl(propyl)amino]pyrimidine-4-carboxamide). Yield: 82.0%. As a reaction SMILES: [CH3:1][C:2]1[CH:7]=[C:6]([S:8](=[O:11])(=[O:10])[NH2:9])[CH:5]=[CH:4][C:3]=1[NH:12][C:13]([C:15]1[CH:20]=[C:19](Cl)[N:18]=[CH:17][N:16]=1)=[O:14].[CH:22]1(CCCN)[CH2:27][CH2:26][CH2:25][CH2:24][CH2:23]1>>[NH2:9][S:8]([C:6]1[CH:5]=[CH:4][C:3]([NH:12][C:13]([C:15]2[CH:20]=[C:19]([N:12]([CH:22]3[CH2:23][CH2:24][CH2:25][CH2:26][CH2:27]3)[CH2:3][CH2:2][CH3:1])[N:18]=[CH:17][N:16]=2)=[O:14])=[C:2]([CH3:1])[CH:7]=1)(=[O:11])=[O:10]. Procedure: Following the general method as outlined in Example 20, starting from 6-chloro-pyrimidine-4-carboxylic acid (2-methyl-4-sulfamoyl-phenyl)-amide (Intermediate 17) and cyclohexylpropylamine (Chembridge), the title compound was obtained as a beige solid in 82% yield. Starting materials: C1CCOC1, CCOCC, COC(=O)Cc1c(Cl)nc(Cc2ccc(N(C)C(=O)c3ccc(Cl)cc3)cc2)nc1N(C)C, Cl, [Na+], [OH-]. Yields the product CN(C)c1nc(Cc2ccc(N(C)C(=O)c3ccc(Cl)cc3)cc2)nc(Cl)c1CC(=O)O. RXN SMILES: [CH2:42]1[O:43][CH2:44][CH2:45][CH2:46]1.[CH3:36][CH2:37][O:38][CH2:39][CH3:40].[Cl:1][c:2]1[n:3][c:4]([CH2:16][c:17]2[cH:18][cH:19][c:20]([N:23]([CH3:24])[C:25]([c:26]3[cH:27][cH:28][c:29]([Cl:32])[cH:30][cH:31]3)=[O:33])[cH:21][cH:22]2)[n:5][c:6]([N:13]([CH3:14])[CH3:15])[c:7]1[CH2:8][C:9](=[O:10])[O:11][CH3:12].[ClH:41].[Na+:35].[OH-:34]>>[Cl:1][c:2]1[n:3][c:4]([CH2:16][c:17]2[cH:18][cH:19][c:20]([N:23]([CH3:24])[C:25]([c:26]3[cH:27][cH:28][c:29]([Cl:32])[cH:30][cH:31]3)=[O:33])[cH:21][cH:22]2)[n:5][c:6]([N:13]([CH3:14])[CH3:15])[c:7]1[CH2:8][C:9](=[O:10])[OH:11]. Reactants: C(C1=CC=CC=C1)OC=1C=C(C=CC1)[C@@H](CN1CCCC1)N(C(CC1=CC=C(C=C1)S(=O)(=O)C)=O)C ((S)-N-[1-(3-Benzyloxy-phenyl)-2-pyrrolidin-1-yl-ethyl]-2-(4-methanesulfonyl-phenyl)-N-methyl-acetamide). Reagents/catalysts: [OH-].[Pd+2].[OH-] (palladium hydroxide). The solvent is C(C)O (ethanol). Conditions: time 6 hour. Yields the product OC=1C=C(C=CC1)[C@@H](CN1CCCC1)N(C(CC1=CC=C(C=C1)S(=O)(=O)C)=O)C ((S)-N-[1-(3-Hydroxy-phenyl)-2-pyrrolidin-1-yl-ethyl]-2-(4-methanesulfonyl-phenyl)-N-methyl-acetamide). Reaction SMILES: C([O:8][C:9]1[CH:10]=[C:11]([C@H:15]([N:22]([CH3:36])[C:23](=[O:35])[CH2:24][C:25]2[CH:30]=[CH:29][C:28]([S:31]([CH3:34])(=[O:33])=[O:32])=[CH:27][CH:26]=2)[CH2:16][N:17]2[CH2:21][CH2:20][CH2:19][CH2:18]2)[CH:12]=[CH:13][CH:14]=1)C1C=CC=CC=1>C(O)C.[OH-].[Pd+2].[OH-]>[OH:8][C:9]1[CH:10]=[C:11]([C@H:15]([N:22]([CH3:36])[C:23](=[O:35])[CH2:24][C:25]2[CH:26]=[CH:27][C:28]([S:31]([CH3:34])(=[O:33])=[O:32])=[CH:29][CH:30]=2)[CH2:16][N:17]2[CH2:18][CH2:19][CH2:20][CH2:21]2)[CH:12]=[CH:13][CH:14]=1 |f:2.3.4|. Procedure: To a solution of Example 20 (1.79 g, 3.5 mmol) in ethanol (85 mL) was added palladium hydroxide (20% on carbon) (0.15 g). This was hydrogenated at 30° C. for 6 hours, filtered through Celite, and the solvent removed in vacuo to give a white foam, 3.4 mmol, 96%. Solvent: C(C)(=O)O (acetic acid), C(C)O (ethanol). Yields the product C1(=CC=CC=C1)CC(=O)NC1[C@@H]2N(C(C(CS2)CO)C(=O)OC(C)(C)C)C1=O (t-butyl 7-(2-phenylacetamido)-3-hydroxymethylcepham-4-carboxylate). The reactants are [H][H] (hydrogen), C1(=CC=CC=C1)CC(=O)NC1[C@@H]2N(C(C(=CS2)CO)C(=O)OC(C)(C)C)C1=O (t-butyl 7-(2-phenylacetamido)-3-hydroxymethyl-2-cephem-4-carboxylate). As a reaction SMILES: [C:1]1([CH2:7][C:8]([NH:10][CH:11]2[C:27](=[O:28])[N:13]3[CH:14]([C:20]([O:22][C:23]([CH3:26])([CH3:25])[CH3:24])=[O:21])[C:15]([CH2:18][OH:19])=[CH:16][S:17][C@H:12]23)=[O:9])[CH:6]=[CH:5][CH:4]=[CH:3][CH:2]=1.[H][H]>C(O)(=O)C.C(O)C.[C].[Pd]>[C:1]1([CH2:7][C:8]([NH:10][CH:11]2[C:27](=[O:28])[N:13]3[CH:14]([C:20]([O:22][C:23]([CH3:24])([CH3:25])[CH3:26])=[O:21])[CH:15]([CH2:18][OH:19])[CH2:16][S:17][C@H:12]23)=[O:9])[CH:2]=[CH:3][CH:4]=[CH:5][CH:6]=1 |f:4.5|. Isolated yield 55.3%. The reagents and catalysts are [C].[Pd] (palladium carbon). Procedure: A suspension of 10% palladium carbon (16 g) in acetic acid (50 ml) was added to a solution of t-butyl 7-(2-phenylacetamido)-3-hydroxymethyl-2-cephem-4-carboxylate (9.0 g) in ethanol (300 ml.), and the mixture was subjected to catalytic reduction at 65° C. in the presence of hydrogen at 20 atm. for 9 hours. After removing the insoluble substance by filtration, the filtrate was concentrated in vacuo. The residue was dissolved in ethyl acetate (150 ml.) and adjusted to pH 7.5 with aqueous solution ...